This data is from the Open Reaction Database (ORD), a public repository of structured organic reaction records. The task is: describe an organic reaction: reactants, conditions, products, and yield Reactants: [BH4-].[Na+] (NaBH4), C(C)(C)(C)OC(NC=1COCC(N1)(C)C1=C(C=CC(=C1)N)F)=O ([5-(5-amino-2-fluoro-phenyl)-5-methyl-5,6-dihydro-2H-[1,4]oxazin-3-yl]-carbamic acid tert-butyl ester), CC(=O)[O-].[Na+] (NaOAc), O1C(=CC=C1)C=O (2-furaldehyde). Solvent: CO (MeOH). Conditions: temperature 100 celsius, time 15 minute. Yields the product C(C)(C)(C)OC(NC=1COCC(N1)(C)C1=C(C=CC(=C1)NCC=1OC=CC1)F)=O ((5-{2-Fluoro-5-[(furan-2-ylmethyl)-amino]-phenyl}-5-methyl-5,6-dihydro-2H-[1,4]oxazin-3-yl)-carbamic acid tert-butyl ester). Reaction SMILES: [C:1]([O:5][C:6](=[O:23])[NH:7][C:8]1[CH2:9][O:10][CH2:11][C:12]([C:15]2[CH:20]=[C:19]([NH2:21])[CH:18]=[CH:17][C:16]=2[F:22])([CH3:14])[N:13]=1)([CH3:4])([CH3:3])[CH3:2].CC([O-])=O.[Na+].[O:29]1[CH:33]=[CH:32][CH:31]=[C:30]1[CH:34]=O.[BH4-].[Na+]>CO>[C:1]([O:5][C:6](=[O:23])[NH:7][C:8]1[CH2:9][O:10][CH2:11][C:12]([C:15]2[CH:20]=[C:19]([NH:21][CH2:34][C:30]3[O:29][CH:33]=[CH:32][CH:31]=3)[CH:18]=[CH:17][C:16]=2[F:22])([CH3:14])[N:13]=1)([CH3:2])([CH3:3])[CH3:4] |f:1.2,4.5|. Reported procedure: To a solution of [5-(5-amino-2-fluoro-phenyl)-5-methyl-5,6-dihydro-2H-[1,4]oxazin-3-yl]-carbamic acid tert-butyl ester (77.5 mg, 0.240 mmol) and NaOAc (59.0 mg, 0.719 mmol) in MeOH (1 ml) was added 2-furaldehyde (0.020 ml, 23.0 mg, 0.240 mmol). The reaction mixture was degassed with Ar and stirred for 15 min at 100° C. in a microwave. After cooling to 0° C., NaBH4 (10.02 mg, 0.252 mmol) was added portionwise and stirring was continued at rt for 1 h. The reaction mixture was quenched with water a... Starting materials: S(=O)(=O)(O)C1=CC=C(C)C=C1.NC(C#N)C#N (aminomalononitrile tosylate), O=C(C=NO)C (2-oxopropanal 1-oxime), oxime. Yields the product NC1=NC=C(N=C1)C (2-amino-5-methylpyrazine), NC1=[N+](C=C(N=C1C#N)C)[O-] (2-amino-3-cyano-5-methylpyrazine 1-oxide). Reaction SMILES: O=[C:2]([CH3:6])[CH:3]=[N:4][OH:5].S(C1C=CC(C)=CC=1)(O)(=O)=O.[NH2:18][CH:19]([C:22]#[N:23])[C:20]#[N:21]>>[NH2:21][C:20]1[CH:19]=[N:18][C:2]([CH3:6])=[CH:3][N:4]=1.[NH2:23][C:22]1[C:19]([C:20]#[N:21])=[N:18][C:2]([CH3:6])=[CH:3][N+:4]=1[O-:5] |f:1.2|. Procedure: The intermediate 2-amino-5-methylpyrazine is prepared stepwise, starting with 2-oxopropanal 1-oxime. This oxime is allowed to react with aminomalononitrile tosylate [prepared by the method of Ferris et al., J. Am. Chem. Soc. 88, 3829 (1966)], to yield 2-amino-3-cyano-5-methylpyrazine 1-oxide. The pyrazine 1-oxide prepared in this manner is allowed to react with phosphorous trichloride to yield 2-amino-3-cyano-5-methylpyrazine. This 2-amino-3-cyano-5-methylpyrazine is hydrolyzed with aqueous sodi... The reactants are COc1ccc(CSC2CC(C(=O)N3CC(NC(=O)OCc4ccc([N+](=O)[O-])cc4)C3)N(C(=O)OCc3ccc([N+](=O)[O-])cc3)C2)cc1, COc1ccccc1, ClCCCl, O=C(O)C(F)(F)F, O=S(=O)(O)C(F)(F)F. Yields the product O=C(NC1CN(C(=O)C2CC(S)CN2C(=O)OCc2ccc([N+](=O)[O-])cc2)C1)OCc1ccc([N+](=O)[O-])cc1. As a reaction SMILES: [CH3:1][O:2][c:3]1[cH:4][cH:5][c:6]([CH2:7][S:8][CH:9]2[CH2:10][CH:11]([C:27](=[O:28])[N:29]3[CH2:30][CH:31]([NH:33][C:34](=[O:35])[O:36][CH2:37][c:38]4[cH:39][cH:40][c:41]([N+:44](=[O:45])[O-:46])[cH:42][cH:43]4)[CH2:32]3)[N:12]([C:14](=[O:15])[O:16][CH2:17][c:18]3[cH:19][cH:20][c:21]([N+:24](=[O:25])[O-:26])[cH:22][cH:23]3)[CH2:13]2)[cH:47][cH:48]1.[CH3:68][O:69][c:70]1[cH:71][cH:72][cH:73][cH:74][cH:75]1.[Cl:64][CH2:65][CH2:66][Cl:67].[OH:49][C:50]([C:51]([F:52])([F:53])[F:54])=[O:55].[OH:56][S:57]([C:58]([F:59])([F:60])[F:61])(=[O:62])=[O:63]>>[SH:8][CH:9]1[CH2:10][CH:11]([C:27](=[O:28])[N:29]2[CH2:30][CH:31]([NH:33][C:34](=[O:35])[O:36][CH2:37][c:38]3[cH:39][cH:40][c:41]([N+:44](=[O:45])[O-:46])[cH:42][cH:43]3)[CH2:32]2)[N:12]([C:14](=[O:15])[O:16][CH2:17][c:18]2[cH:19][cH:20][c:21]([N+:24](=[O:25])[O-:26])[cH:22][cH:23]2)[CH2:13]1. The reactants are CCOC(=O)C1CCNCC1, Clc1nsnc1Cl, Cl, CN(C)C=O. Product: CCOC(=O)C1CCN(c2nsnc2Cl)CC1. Reaction SMILES: [CH2:1]([CH3:2])[O:3][C:4](=[O:5])[CH:6]1[CH2:7][CH2:8][NH:9][CH2:10][CH2:11]1.[Cl:12][c:13]1[n:14][s:15][n:16][c:17]1[Cl:18].[ClH:19].[O:20]=[CH:21][N:22]([CH3:23])[CH3:24]>>[CH2:1]([CH3:2])[O:3][C:4](=[O:5])[CH:6]1[CH2:7][CH2:8][N:9]([c:17]2[c:13]([Cl:12])[n:14][s:15][n:16]2)[CH2:10][CH2:11]1. The reactants are COC1=C(C=CC=C1)N1N=C(C=C1C1=CC=C(C=C1)C(C)=O)C1CC(OC(C1)(C)C)(C)C (1-{4-[1-(2-methoxyphenyl)-3-(2,2,6,6-tetramethyltetrahydro-2H-pyran-4-yl)-1H-pyrazol-5-yl]-phenyl}-ethanone), [BH4-].[Na+] (sodium borohydride). Run in CC#N (CH3CN), C(=O)(C(F)(F)F)O.O (TFA H2O), C(C)O (ethanol). Reaction conditions: time 1 hour. Yields the product COC1=C(C=CC=C1)N1N=C(C=C1C1=CC=C(C=C1)C(C)O)C1CC(OC(C1)(C)C)(C)C (1-{4-[1-(2-Methoxyphenyl)-3-(2,2,6,6-tetramethyltetrahydro-2H-pyran-4-yl)-1H-pyrazol-5-yl]-phenyl}-ethanol). Isolated yield 92.0%. As a reaction SMILES: [CH3:1][O:2][C:3]1[CH:8]=[CH:7][CH:6]=[CH:5][C:4]=1[N:9]1[C:13]([C:14]2[CH:19]=[CH:18][C:17]([C:20](=[O:22])[CH3:21])=[CH:16][CH:15]=2)=[CH:12][C:11]([CH:23]2[CH2:28][C:27]([CH3:30])([CH3:29])[O:26][C:25]([CH3:32])([CH3:31])[CH2:24]2)=[N:10]1.[BH4-].[Na+]>C(O)C.CC#N.C(O)(C(F)(F)F)=O.O>[CH3:1][O:2][C:3]1[CH:8]=[CH:7][CH:6]=[CH:5][C:4]=1[N:9]1[C:13]([C:14]2[CH:19]=[CH:18][C:17]([CH:20]([OH:22])[CH3:21])=[CH:16][CH:15]=2)=[CH:12][C:11]([CH:23]2[CH2:28][C:27]([CH3:30])([CH3:29])[O:26][C:25]([CH3:31])([CH3:32])[CH2:24]2)=[N:10]1 |f:1.2,5.6|. Reported procedure: To a solution of 1-{4-[1-(2-methoxyphenyl)-3-(2,2,6,6-tetramethyltetrahydro-2H-pyran-4-yl)-1H-pyrazol-5-yl]-phenyl}-ethanone (Example 12) (20 mg, 0.05 mmol) in 1 mL of ethanol was added sodium borohydride (1.8 mg, 0.05 mmol) and the mixture stirred for 1 hr at RT. The solution was diluted with 5 mL of 50% CH3CN in 0.1% TFA/H2O and purified by RP-HPLC, eluting with a linear gradient of 50%-100% CH3CN in 0.1% TFA/H2O over 10 mins to give 20 mg (86%) of the title compound a white solid containing 0... Starting materials: Cl (hydrochloric acid), CC([O-])C.[Al+3].CC([O-])C.CC([O-])C (aluminum isopropoxide), FC1=C(C=O)C=CC=C1 (2-fluorobenzaldehyde), C\C(=C/CO)\CC\C=C(\CCC=C(C)C)/C ((2E,6E)-3,7,11-Trimethyl-2,6,10-dodecatrien-1-ol). Solvent: C1CCCCC1 (cyclohexane), CCCCCC (hexane). Run at time 3 hour. The product is C\C(=C/C=O)\CC\C=C(\CCC=C(C)C)/C ((2E,6E)-3,7,11-trimethyl-2,6,10-dodecatrien-1-al). Yield: 92.0%. As a reaction SMILES: [CH3:1]/[C:2](/[CH2:6][CH2:7]/[CH:8]=[C:9](\[CH3:16])/[CH2:10][CH2:11][CH:12]=[C:13]([CH3:15])[CH3:14])=[CH:3]\[CH2:4][OH:5].CC(C)[O-].[Al+3].CC(C)[O-].CC(C)[O-].FC1C=CC=CC=1C=O.Cl>C1CCCCC1.CCCCCC>[CH3:1]/[C:2](/[CH2:6][CH2:7]/[CH:8]=[C:9](\[CH3:16])/[CH2:10][CH2:11][CH:12]=[C:13]([CH3:15])[CH3:14])=[CH:3]\[CH:4]=[O:5] |f:1.2.3.4|. Reported procedure: (2E,6E)-3,7,11-Trimethyl-2,6,10-dodecatrien-1-ol (1.3 g, 6.0 mmol) was dissolved in cyclohexane (4.5 mL), added with aluminum isopropoxide (123 mg, 0.1 eq, 0.6 mmol) and 2-fluorobenzaldehyde (968 mg, 1.3 eq, 7.8 mmol) and stirred at room temperature for 3 hours. The reaction mixture was added with hexane, then made acidic with addition of 1 N hydrochloric acid and extracted twice with ethyl acetate. Subsequently, the organic layer was washed with saturated brine and dried over magnesium sulfate....